Task: describe an organic reaction: reactants, conditions, products, and yield. Dataset: the Open Reaction Database (ORD), a public repository of structured organic reaction records Reactants: COCN(c1cc(Cl)cnc1Br)S(=O)(=O)c1ccc(Cl)c(C(F)(F)F)c1, C1CCOC1, CON(C)C(=O)c1ccc(C)nc1, CC(C)[Mg+], [Cl-], O. Product: COCN(c1cc(Cl)cnc1C(=O)c1ccc(C)nc1)S(=O)(=O)c1ccc(Cl)c(C(F)(F)F)c1. RXN SMILES: [Br:1][c:2]1[n:3][cH:4][c:5]([Cl:26])[cH:6][c:7]1[N:8]([S:9](=[O:10])(=[O:11])[c:12]1[cH:13][c:14]([C:19]([F:20])([F:21])[F:22])[c:15]([Cl:18])[cH:16][cH:17]1)[CH2:23][O:24][CH3:25].[CH2:46]1[O:47][CH2:48][CH2:49][CH2:50]1.[CH3:33][O:34][N:35]([C:36]([c:37]1[cH:38][n:39][c:40]([CH3:43])[cH:41][cH:42]1)=[O:44])[CH3:45].[CH:28]([Mg+:29])([CH3:30])[CH3:31].[Cl-:27].[OH2:32]>>[c:2]1([C:36]([c:37]2[cH:38][n:39][c:40]([CH3:43])[cH:41][cH:42]2)=[O:44])[n:3][cH:4][c:5]([Cl:26])[cH:6][c:7]1[N:8]([S:9](=[O:10])(=[O:11])[c:12]1[cH:13][c:14]([C:19]([F:20])([F:21])[F:22])[c:15]([Cl:18])[cH:16][cH:17]1)[CH2:23][O:24][CH3:25].